The task is: describe an organic reaction: reactants, conditions, products, and yield. This data is from the Open Reaction Database (ORD), a public repository of structured organic reaction records. The reactants are C(C1=CC=CC=C1)(=O)C1=C(C(=O)N(CC2=CC=C(C=C2)OC)CC(CC)O)C=CC(=C1)Br (2-benzoyl-4-bromo-N-(2-hydroxybutyl)-N-(4-methoxybenzyl)benzamide), C[N+]1(CCOCC1)[O-] (4-methylmorpholine N-oxide), 4A, powder. The reagents and catalysts are [Ru](=O)(=O)(=O)[O-].C(CC)[N+](CCC)(CCC)CCC (tetra-n-propylammonium perruthenate). Run in ClCCl (dichloromethane). Conditions: time 3 hour. The product is C(C1=CC=CC=C1)(=O)C1=C(C(=O)N(CC(CC)=O)CC2=CC=C(C=C2)OC)C=CC(=C1)Br (2-benzoyl-4-bromo-N-(4-methoxybenzyl)-N-(2-oxobutyl)benzamide). The yield is 81.6%. As a reaction SMILES: [C:1]([C:9]1[CH:31]=[C:30]([Br:32])[CH:29]=[CH:28][C:10]=1[C:11]([N:13]([CH2:23][CH:24]([OH:27])[CH2:25][CH3:26])[CH2:14][C:15]1[CH:20]=[CH:19][C:18]([O:21][CH3:22])=[CH:17][CH:16]=1)=[O:12])(=[O:8])[C:2]1[CH:7]=[CH:6][CH:5]=[CH:4][CH:3]=1.C[N+]1([O-])CCOCC1>[Ru]([O-])(=O)(=O)=O.C([N+](CCC)(CCC)CCC)CC.ClCCl>[C:1]([C:9]1[CH:31]=[C:30]([Br:32])[CH:29]=[CH:28][C:10]=1[C:11]([N:13]([CH2:14][C:15]1[CH:16]=[CH:17][C:18]([O:21][CH3:22])=[CH:19][CH:20]=1)[CH2:23][C:24](=[O:27])[CH2:25][CH3:26])=[O:12])(=[O:8])[C:2]1[CH:7]=[CH:6][CH:5]=[CH:4][CH:3]=1 |f:2.3|. Procedure: [Step 1] To a solution of 1-amino-2-butanol (3.9 g) in methanol (50 ml) was added anisaldehyde (5.0 g) under ice-cooling. The mixture was stirred at the same temperature for 1 hr., and a solution of sodium borohydride (1.1 g) in 1N sodium hydroxide (17 ml) was added dropwise. The mixture was stirred at 0° C. for 30 min, 2N hydrochloric acid (68 ml) was added dropwise and diisopropyl ether was added to allow partitioning. The aqueous layer was alkalified with potassium carbonate (12.1 g) and ethy... The reactants are CS(N)(=O)=O, CC(C)(C)O, CC=Cc1cc(F)c(F)c(F)c1, [Na+], [Na+], O, O=S([O-])[O-]. Product: CC(O)C(O)c1cc(F)c(F)c(F)c1. Reaction SMILES: [CH3:13][S:14](=[O:15])([NH2:16])=[O:17].[CH3:25][C:26]([OH:27])([CH3:28])[CH3:29].[F:1][c:2]1[c:3]([F:12])[c:4]([F:11])[cH:5][c:6]([CH:8]=[CH:9][CH3:10])[cH:7]1.[Na+:22].[Na+:23].[OH2:24].[S:18]([O-:19])([O-:20])=[O:21]>>[F:1][c:2]1[c:3]([F:12])[c:4]([F:11])[cH:5][c:6]([CH:8]([CH:9]([CH3:10])[OH:24])[OH:15])[cH:7]1. The reactants are ClC1=CC=NC2=C(C=CC=C12)C(F)(F)F (4-chloro-8-trifluoromethyl quinoline), NC1=CC=C(C(=O)O)C=C1 (p-aminobenzoic acid). Solvent: Cl (hydrochloric acid), O (water), O (water). Conditions: temperature 90 celsius. Yields the product FC(C=1C=CC=C2C(=CC=NC12)NC1=CC=C(C(=O)O)C=C1)(F)F (4-(8-Trifluoromethyl-4-quinolylamino)benzoic acid). Yield: 96.6%. RXN SMILES: Cl[C:2]1[C:11]2[C:6](=[C:7]([C:12]([F:15])([F:14])[F:13])[CH:8]=[CH:9][CH:10]=2)[N:5]=[CH:4][CH:3]=1.[NH2:16][C:17]1[CH:25]=[CH:24][C:20]([C:21]([OH:23])=[O:22])=[CH:19][CH:18]=1>Cl.O>[F:13][C:12]([F:15])([F:14])[C:7]1[CH:8]=[CH:9][CH:10]=[C:11]2[C:6]=1[N:5]=[CH:4][CH:3]=[C:2]2[NH:16][C:17]1[CH:25]=[CH:24][C:20]([C:21]([OH:23])=[O:22])=[CH:19][CH:18]=1. Reported procedure: 23.16 Grams (0.1 mole) of 4-chloro-8-trifluoromethyl quinoline were dissolved in 22 milliliters of concentrated hydrochloric acid and 150 milliliters of water and the solution was added in a stream to a vigorously stirred solution of 13.7 grams (0.1 mole) of p-aminobenzoic acid in 150 milliliters of water at 60° C. The mixture was heated at 90° C. for 2 hours, cooled, and the solid collected and recrystallized from ethanol to give 32.1 grams (83%) of the title compound as the hydrochloride monoh... The reactants are ceric ammonium nitrate, C(C)(=O)O (acetic acid), CC=1C=C2C=CC(OC2=CC1)=O (6-Methylcoumarin). Run in O (water), C(C)OCC (diethyl ether), O (water). Reaction conditions: temperature 100 celsius, time 1 hour. Yields the product O1C(=O)C=CC2=CC(=CC=C12)C=O (coumarin-6-carboxaldehyde). The yield is 18.0%. As a reaction SMILES: [CH3:1][C:2]1[CH:3]=[C:4]2[C:9](=[CH:10][CH:11]=1)[O:8][C:7](=[O:12])[CH:6]=[CH:5]2.C(O)(=[O:15])C>C(OCC)C.O>[O:8]1[C:9]2[C:4](=[CH:3][C:2]([CH:1]=[O:15])=[CH:11][CH:10]=2)[CH:5]=[CH:6][C:7]1=[O:12]. Reported procedure: 6-Methylcoumarin (400 mg, 2.50 mmol) was dissolved in 1.0 mL of diethyl ether, 1.0 mL of acetic acid, and 1.0 mL of water. After addition of ceric ammonium nitrate (5.5 g, 1.0 mmol) at room temperature, the reaction mixture was stirred at 100° C. for 1 h. The resulting mixture was diluted with water, and the solution was extracted with ethyl acetate. The extract was washed with water, saturated NaHCO3 aqueous solution, brine, and dried over MgSO4. After filtration, the filtrate was concentrated ... The reactants are N (ammonia), FC=1C=CC(=C(C(=O)[O-])C1)Br (5-fluoro-2-bromobenzoate). Reagents/catalysts: Cl[Cu] (CuCl). Product: FC1=CC=C(C(C(=O)O)=C1)N (5-fluoroanthranilic acid). Isolated yield 85.4%. RXN SMILES: [NH3:1].[F:2][C:3]1[CH:4]=[CH:5][C:6](Br)=[C:7]([CH:11]=1)[C:8]([O-:10])=[O:9]>Cl[Cu]>[F:2][C:3]1[CH:11]=[C:7]([C:8]([OH:10])=[O:9])[C:6]([NH2:1])=[CH:5][CH:4]=1. Procedure: Example 9 is repeated precisely, the only difference being that one part of CuCl is added to the initial ammonia solution charge. After the 5-fluoro-2-bromobenzoate solution has been metered in and the batch worked up, 144 parts of 5-fluoroanthranilic acid of m.p. 176.5°-177.5° C. are obtained with a purity of 91.9% (HPLC), corresponding to a yield of 85.4% of theory, based on the 5-fluoro-2-bromobenzoic acid employed. The reactants are [BH4-], CCO, [Cl-], O=[N+]([O-])c1ccc(N2CCN(CCCN3c4cccc5cccc(c45)S3(=O)=O)CC2)cc1, [Na+], O, O, O. The product is Nc1ccc(N2CCN(CCCN3c4cccc5cccc(c45)S3(=O)=O)CC2)cc1. Reaction SMILES: [BH4-:39].[CH3:36][CH2:37][OH:38].[Cl-:35].[N+:1]([O-:2])(=[O:3])[c:4]1[cH:5][cH:6][c:7]([N:10]2[CH2:11][CH2:12][N:13]([CH2:16][CH2:17][CH2:18][N:19]3[S:20](=[O:31])(=[O:32])[c:21]4[c:22]5[c:23]3[cH:24][cH:25][cH:26][c:27]5[cH:28][cH:29][cH:30]4)[CH2:14][CH2:15]2)[cH:8][cH:9]1.[Na+:40].[OH2:33].[OH2:34].[OH2:41]>>[NH2:1][c:4]1[cH:5][cH:6][c:7]([N:10]2[CH2:11][CH2:12][N:13]([CH2:16][CH2:17][CH2:18][N:19]3[S:20](=[O:31])(=[O:32])[c:21]4[c:22]5[c:23]3[cH:24][cH:25][cH:26][c:27]5[cH:28][cH:29][cH:30]4)[CH2:14][CH2:15]2)[cH:8][cH:9]1. The reactants are CC1(OC(C(C(O1)=O)=CNC1=NC=NC2=CC=CC=C12)=O)C (2,2-dimethyl-5-[(4-quinazolinyl)amino]methylene-1,3-dioxane-4,6-dione), C(C)(=O)OCC (ethyl acetate), CCCCCC (hexane), CCCCCC (hexane). Run in C1(=CC=CC=C1)OC1=CC=CC=C1 (diphenylether). Run at time 10 minute. Product: N=1C=CC(N2C=NC=3C=CC=CC3C21)=O (4H-pyrimido[1,2-c]quinazoline-4-one). Yield: 69.4%. As a reaction SMILES: CC1(C)OC(=O)[C:5](=[CH:9][NH:10][C:11]2[C:20]3[C:15](=[CH:16][CH:17]=[CH:18][CH:19]=3)[N:14]=[CH:13][N:12]=2)[C:4](=O)[O:3]1.CCCCCC.C(OCC)(=O)C>C1(OC2C=CC=CC=2)C=CC=CC=1>[N:10]1[CH:9]=[CH:5][C:4](=[O:3])[N:12]2[C:11]=1[C:20]1[CH:19]=[CH:18][CH:17]=[CH:16][C:15]=1[N:14]=[CH:13]2. Reported procedure: A mixture of 2,2-dimethyl-5-[(4-quinazolinyl)amino]methylene-1,3-dioxane-4,6-dione (3.5 g) in diphenylether (15 ml) was stirred for 10 minutes at 250°-260° C. and then cooled to ambient temperature. To the reaction mixture was added hexane and allowed to to stand at ambient temperature to give crystals, which were separated by filtration and washed with hexane to give crude crystals (3 g). The crude crystals were subjected to a column chromatography using silica gel (developing solvent: a mixtur... Starting materials: COC1(OC)CCN(c2ccc(N3CC(CN=[N+]=[N-])OC3=O)cc2)CC1F, CSC, CC(=O)Cl, [Cl-], [Cl-], C1CCOC1, [Zn+2]. Product: [N-]=[N+]=NCC1CN(c2ccc(N3CCC(=O)C(F)C3)cc2)C(=O)O1. RXN SMILES: [CH3:1][O:2][C:3]1([O:26][CH3:27])[CH:4]([F:25])[CH2:5][N:6]([c:9]2[cH:10][cH:11][c:12]([N:15]3[C:16](=[O:24])[O:17][CH:18]([CH2:20][N:21]=[N+:22]=[N-:23])[CH2:19]3)[cH:13][cH:14]2)[CH2:7][CH2:8]1.[CH3:28][S:29][CH3:30].[CH3:31][C:32](=[O:33])[Cl:34].[Cl-:40].[Cl-:42].[O:35]1[CH2:36][CH2:37][CH2:38][CH2:39]1.[Zn+2:41]>>[O:2]=[C:3]1[CH:4]([F:25])[CH2:5][N:6]([c:9]2[cH:10][cH:11][c:12]([N:15]3[C:16](=[O:24])[O:17][CH:18]([CH2:20][N:21]=[N+:22]=[N-:23])[CH2:19]3)[cH:13][cH:14]2)[CH2:7][CH2:8]1. As a reaction SMILES: [N+:1]([C:4]1[CH:24]=[CH:23][C:7]([O:8][CH2:9][CH2:10][CH:11]2[CH2:14][N:13]([CH:15]([C:17]3[CH:22]=[CH:21][CH:20]=[CH:19][CH:18]=3)[CH3:16])[CH2:12]2)=[CH:6][CH:5]=1)([O-])=O>[Pt].C(O)C>[NH2:1][C:4]1[CH:5]=[CH:6][C:7]([O:8][CH2:9][CH2:10][CH:11]2[CH2:12][N:13]([CH:15]([C:17]3[CH:18]=[CH:19][CH:20]=[CH:21][CH:22]=3)[CH3:16])[CH2:14]2)=[CH:23][CH:24]=1. Product: NC1=CC=C(OCCC2CN(C2)C(C)C2=CC=CC=C2)C=C1 (3-[2-(4-Aminophenoxy)ethyl]-1-(1-phenylethyl)azetidine). The solvent is C(C)O (ethanol). Procedure details: The title compound is prepared by catalytic reduction at room temperature in the presence of platinum on carbon catalyst in ethanol solution using standard laboratory procedures from 3-[2-(4-nitrophenoxy)ethyl]-1-(1-phenylethyl)azetidine. Reactants: [N+](=O)([O-])C1=CC=C(OCCC2CN(C2)C(C)C2=CC=CC=C2)C=C1 (3-[2-(4-nitrophenoxy)ethyl]-1-(1-phenylethyl)azetidine). The reagents and catalysts are [Pt] (platinum on carbon).